Dataset: the Open Reaction Database (ORD), a public repository of structured organic reaction records. Task: describe an organic reaction: reactants, conditions, products, and yield Starting materials: CCN=C=NCCCN(C)C, O=C(O)c1ccc2c(C3CCCCC3)c3n(c2c1)CC(C(=O)N1CCC(N2CCOCC2)CC1)=Cc1ccccc1-3, CCN(C(C)C)C(C)C, ClCCl, Cl, Cl, Cl, NCc1cn2ccccc2n1, On1nnc2ccccc21. The product is O=C(NCc1cn2ccccc2n1)c1ccc2c(C3CCCCC3)c3n(c2c1)CC(C(=O)N1CCC(N2CCOCC2)CC1)=Cc1ccccc1-3. As a reaction SMILES: [CH3:65][N:66]([CH3:67])[CH2:68][CH2:69][CH2:70][N:71]=[C:72]=[N:73][CH2:74][CH3:75].[CH:1]1([c:7]2[c:8]3[cH:9][cH:10][c:11]([C:39](=[O:40])[OH:41])[cH:12][c:13]3[n:14]3[c:15]2-[c:16]2[c:17]([cH:35][cH:36][cH:37][cH:38]2)[CH:18]=[C:19]([C:21](=[O:22])[N:23]2[CH2:24][CH2:25][CH:26]([N:29]4[CH2:30][CH2:31][O:32][CH2:33][CH2:34]4)[CH2:27][CH2:28]2)[CH2:20]3)[CH2:2][CH2:3][CH2:4][CH2:5][CH2:6]1.[CH:42]([N:43]([CH2:44][CH3:45])[CH:46]([CH3:47])[CH3:48])([CH3:49])[CH3:50].[Cl:86][CH2:87][Cl:88].[ClH:51].[ClH:52].[ClH:64].[NH2:53][CH2:54][c:55]1[n:56][c:57]2[n:58]([cH:59][cH:60][cH:61][cH:62]2)[cH:63]1.[OH:76][n:77]1[c:78]2[cH:79][cH:80][cH:81][cH:82][c:83]2[n:84][n:85]1>>[CH:1]1([c:7]2[c:8]3[cH:9][cH:10][c:11]([C:39](=[O:40])[NH:53][CH2:54][c:55]4[n:56][c:57]5[n:58]([cH:59][cH:60][cH:61][cH:62]5)[cH:63]4)[cH:12][c:13]3[n:14]3[c:15]2-[c:16]2[c:17]([cH:35][cH:36][cH:37][cH:38]2)[CH:18]=[C:19]([C:21](=[O:22])[N:23]2[CH2:24][CH2:25][CH:26]([N:29]4[CH2:30][CH2:31][O:32][CH2:33][CH2:34]4)[CH2:27][CH2:28]2)[CH2:20]3)[CH2:2][CH2:3][CH2:4][CH2:5][CH2:6]1. The reactants are CCOC(=O)C1CCC(=O)CC1, O=C(CNc1nn(Cc2ccccc2)c2ccc(C(F)(F)F)cc12)NC1CNC1. The product is CCOC(=O)C1CCC(N2CC(NC(=O)CNc3nn(Cc4ccccc4)c4ccc(C(F)(F)F)cc34)C2)CC1. RXN SMILES: [CH2:30]([CH3:31])[O:32][C:33](=[O:34])[CH:35]1[CH2:36][CH2:37][C:38](=[O:41])[CH2:39][CH2:40]1.[NH:1]1[CH2:2][CH:3]([NH:5][C:6]([CH2:7][NH:8][c:9]2[n:10][n:11]([CH2:22][c:23]3[cH:24][cH:25][cH:26][cH:27][cH:28]3)[c:12]3[cH:13][cH:14][c:15]([C:18]([F:19])([F:20])[F:21])[cH:16][c:17]23)=[O:29])[CH2:4]1>>[N:1]1([CH:38]2[CH2:37][CH2:36][CH:35]([C:33]([O:32][CH2:30][CH3:31])=[O:34])[CH2:40][CH2:39]2)[CH2:2][CH:3]([NH:5][C:6]([CH2:7][NH:8][c:9]2[n:10][n:11]([CH2:22][c:23]3[cH:24][cH:25][cH:26][cH:27][cH:28]3)[c:12]3[cH:13][cH:14][c:15]([C:18]([F:19])([F:20])[F:21])[cH:16][c:17]23)=[O:29])[CH2:4]1.